From a dataset of the Open Reaction Database (ORD), a public repository of structured organic reaction records. describe an organic reaction: reactants, conditions, products, and yield The reactants are CC1([C@@H]2[C@H](C3=CC(=CC=C3O1)C#N)O2)C ((S,S)-2,2-dimethyl-1a,7b-dihydro-2H-1,3-dioxa-cyclopropa[a]naphthalene-6-carbonitrile), O1NC(C2=C1C=CC=C2)=O (benzo[d]isoxazol-3-one). Product: O1N=C(C2=C1C=CC=C2)O[C@H]2[C@@H](C(OC1=CC=C(C=C21)C#N)(C)C)O ((3S,4R)-4-(Benzo[d]isoxazol-3-yloxy)-3-hydroxy-2,2-dimethyl-chroman-6-carbonitrile). As a reaction SMILES: [CH3:1][C:2]1([CH3:15])[O:11][C:10]2[C:5](=[CH:6][C:7]([C:12]#[N:13])=[CH:8][CH:9]=2)[C@@H:4]2[O:14][C@H:3]12.[O:16]1[C:20]2[CH:21]=[CH:22][CH:23]=[CH:24][C:19]=2[C:18](=[O:25])[NH:17]1>>[O:16]1[C:20]2[CH:21]=[CH:22][CH:23]=[CH:24][C:19]=2[C:18]([O:25][C@@H:4]2[C:5]3[C:10](=[CH:9][CH:8]=[C:7]([C:12]#[N:13])[CH:6]=3)[O:11][C:2]([CH3:1])([CH3:15])[C@H:3]2[OH:14])=[N:17]1. Procedure details: Following the procedure in Example 1, using (S,S)-2,2-dimethyl-1a,7b-dihydro-2H-1,3-dioxa-cyclopropa[a]naphthalene-6-carbonitrile and benzo[d]isoxazol-3-one as starting materials, the title compound was prepared as a white solid.